Task: describe an organic reaction: reactants, conditions, products, and yield. Dataset: the Open Reaction Database (ORD), a public repository of structured organic reaction records The reactants are FC1=CC=C(C=C1)C(CC1=CC=C(C=C1)S(=O)(=O)C)=O (1-(4-Fluorophenyl)-2-(4-methylsulfonylphenyl)-1-ethanone), [Se](=O)(O)O (selenious acid), O1CCOCC1 (dioxane). The solvent is O (water). The product is CS(=O)(=O)C1=CC=C(C=C1)C(C(=O)C1=CC=C(C=C1)F)=O (1-(4-Methylsulfonylphenyl)-2-(4-fluorophenyl)-ethane-1,2-dione). Reaction SMILES: [F:1][C:2]1[CH:7]=[CH:6][C:5]([C:8](=[O:20])[CH2:9][C:10]2[CH:15]=[CH:14][C:13]([S:16]([CH3:19])(=[O:18])=[O:17])=[CH:12][CH:11]=2)=[CH:4][CH:3]=1.[Se](O)(O)=[O:22].O1CCOCC1>O>[CH3:19][S:16]([C:13]1[CH:14]=[CH:15][C:10]([C:9](=[O:22])[C:8]([C:5]2[CH:4]=[CH:3][C:2]([F:1])=[CH:7][CH:6]=2)=[O:20])=[CH:11][CH:12]=1)(=[O:17])=[O:18]. Reported procedure: A mixture of ketone from step 3 (1 g, 3.5 mmol), selenious acid (H2SeO3) (550 mg, 1.25 equiv.), dioxane (10 ml) and water (1 ml) were heated to reflux for 4 hours and cooled. The mixture was filtered and the filtrate evaporated. The residue was triturated with cold methanol and filtered to give 620 mg (60%) of the dione: m.p. 174-175° C. Anal. Calc'd. for C15H11FO4S (M.W. 306.31): C, 58.82; H, 3.62; S, 10.47. Found: C, 58.70; H, 3.60; S, 10.70. The reactants are C1(=CC=CC=C1)C=1OC=C(N1)CCOC=1C=C(C=O)C=CC1 (3-[2-(2-phenyl-4-oxazolyl)ethoxy]benzaldehyde), [BH4-].[Na+] (sodium borohydride), O (H2O). Solvent: CC(C)O (i-PrOH). Reaction conditions: time 24 hour. The product is C1(=CC=CC=C1)C=1OC=C(N1)CCOC=1C=C(CO)C=CC1 (3-[2-(2-phenyl-4-oxazolyl)ethoxy]benzyl alcohol). Reaction SMILES: [C:1]1([C:7]2[O:8][CH:9]=[C:10]([CH2:12][CH2:13][O:14][C:15]3[CH:16]=[C:17]([CH:20]=[CH:21][CH:22]=3)[CH:18]=[O:19])[N:11]=2)[CH:6]=[CH:5][CH:4]=[CH:3][CH:2]=1.[BH4-].[Na+].O>CC(O)C>[C:1]1([C:7]2[O:8][CH:9]=[C:10]([CH2:12][CH2:13][O:14][C:15]3[CH:16]=[C:17]([CH:20]=[CH:21][CH:22]=3)[CH2:18][OH:19])[N:11]=2)[CH:2]=[CH:3][CH:4]=[CH:5][CH:6]=1 |f:1.2|. Procedure details: 14.0 g (47.9 mM) of 3-[2-(2-phenyl-4-oxazolyl)ethoxy]benzaldehyde, prepared as described in Preparation 2 herein, was diluted with 200 mL i-PrOH and treated with 2.89 g (76.6 mM) of sodium borohydride. The mixture was stirred at ambient temperature for 24 hr. 250 mL of H2O was added slowly over a period of 1 hr to quench the reaction and the resulting mixture was stirred for 1 hr. It was then concentrated under reduced pressure and the residue was diluted with 300 mL EtOAc and washed with H2O (3...